Dataset: the Open Reaction Database (ORD), a public repository of structured organic reaction records. Task: describe an organic reaction: reactants, conditions, products, and yield Reactants: FC1=C2CN(CC2=C(C(=C1F)F)F)C(C(=O)OCC1=CC(=CC=C1)OC1=CC=CC=C1)C(C)C (m-phenoxybenzyl 2-(4,5,6,7-tetrafluoro-2-isoindolinyl)-3-methylbutanoate), [OH-].[K+] (potassium hydroxide), C(C)O (ethanol). Solvent: O (water). Product: FC1=C2CN(CC2=C(C(=C1F)F)F)C(C(=O)O)C(C)C (2-(4,5,6,7-tetrafluoro-2-isoindolinyl)-3-methylbutanoic acid). RXN SMILES: [F:1][C:2]1[C:10]([F:11])=[C:9]([F:12])[C:8]([F:13])=[C:7]2[C:3]=1[CH2:4][N:5]([CH:14]([CH:32]([CH3:34])[CH3:33])[C:15]([O:17]CC1C=CC=C(OC3C=CC=CC=3)C=1)=[O:16])[CH2:6]2.[OH-].[K+].C(O)C>O>[F:13][C:8]1[C:9]([F:12])=[C:10]([F:11])[C:2]([F:1])=[C:3]2[C:7]=1[CH2:6][N:5]([CH:14]([CH:32]([CH3:34])[CH3:33])[C:15]([OH:17])=[O:16])[CH2:4]2 |f:1.2|. Procedure: A mixture of m-phenoxybenzyl 2-(4,5,6,7-tetrafluoro-2-isoindolinyl)-3-methylbutanoate (0.4 g), potassium hydroxide (0.134 g), ethanol (8 ml) and water (2 ml) is heated to reflux for 4 hours. After cooling, the reaction mixture is concentrated under vacuum and 50 ml of water is added. This mixture is washed with ether (3×). The aqueous phase is carefully adjusted to pH 7 and then extracted with ether (3×). The combined ether extracts are washed with water, dried and solvent removed under vacuum t... Reactants: C(C)(C)(C)OC(=O)N1CCC(CC1)C(C=O)Br (1-(t-butoxycarbonyl)-4-(1-bromo-2-oxoethyl)-piperidine), NC1=NC=CC(=C1)Cl (2-amino-4-chloropyridine). Solvent: C(C)O (ethanol). The product is C(C)(C)(C)OC(=O)N1CCC(CC1)C1=CN=C2N1C=CC(=C2)Cl (1-(t-Butoxycarbonyl)-4-(7-chloro-imidazo[1,2-a]pyridin-3-yl)-piperidine). Isolated yield 62.5%. As a reaction SMILES: [C:1]([O:5][C:6]([N:8]1[CH2:13][CH2:12][CH:11]([CH:14](Br)[CH:15]=O)[CH2:10][CH2:9]1)=[O:7])([CH3:4])([CH3:3])[CH3:2].[NH2:18][C:19]1[CH:24]=[C:23]([Cl:25])[CH:22]=[CH:21][N:20]=1>C(O)C>[C:1]([O:5][C:6]([N:8]1[CH2:13][CH2:12][CH:11]([C:14]2[N:20]3[CH:21]=[CH:22][C:23]([Cl:25])=[CH:24][C:19]3=[N:18][CH:15]=2)[CH2:10][CH2:9]1)=[O:7])([CH3:4])([CH3:3])[CH3:2]. Reported procedure: The title compound was prepared from 350 mg of 1-(t-butoxycarbonyl)-4-(1-bromo-2-oxoethyl)-piperidine (from Example 292, Step C) and 162 mg of 2-amino-4-chloropyridine (prepared using procedures analogous to those described by R. J. Sundberg et al, Org. Preparations & Procedures Int. 1997, 29, (1), 117-122) in 10 mL ethanol using a procedure analogous to that described in Example 235, Step A to provide 240 mg of the title compound as a solid. Starting materials: CC(C)=O, CC(C)O, O=Cc1sccc1-c1ccccc1[N+](=O)[O-]. Yields the product O=C(O)c1sccc1-c1ccccc1[N+](=O)[O-]. As a reaction SMILES: [CH3:21][C:22](=[O:23])[CH3:24].[CH:17]([CH3:18])([CH3:19])[OH:20].[N+:1](=[O:2])([O-:3])[c:4]1[c:5](-[c:10]2[c:11]([CH:15]=[O:16])[s:12][cH:13][cH:14]2)[cH:6][cH:7][cH:8][cH:9]1>>[N+:1](=[O:2])([O-:3])[c:4]1[c:5](-[c:10]2[c:11]([C:15](=[O:16])[OH:20])[s:12][cH:13][cH:14]2)[cH:6][cH:7][cH:8][cH:9]1. Starting materials: O (water), FC1=CC=2C(C3=CC=CC=C3C2C=C1)=O (2-Fluoro-9-fluorenone), 20, O.NN (Hydrazine hydrate). The solvent is C(CO)O (ethylene glycol). Run at temperature 180 celsius. Product: FC1=CC=2CC3=CC=CC=C3C2C=C1 (2-Fluorofluorene). RXN SMILES: [F:1][C:2]1[CH:14]=[CH:13][C:12]2[C:11]3[C:6](=[CH:7][CH:8]=[CH:9][CH:10]=3)[C:5](=O)[C:4]=2[CH:3]=1.O.NN.O>C(O)CO>[F:1][C:2]1[CH:14]=[CH:13][C:12]2[C:11]3[C:6](=[CH:7][CH:8]=[CH:9][CH:10]=3)[CH2:5][C:4]=2[CH:3]=1 |f:1.2|. Reported procedure: 2-Fluoro-9-fluorenone, 20 (1.78 gms, 8.9 mmol) was dissolved in ethylene glycol(60 mL) under a nitrogen atmosphere. Hydrazine hydrate(1.8 mL) was added and the mixture was heated at 180° C. for two hours. The mixture was then cooled and poured into water. The aqueous layer was extracted with ethyl acetate and the organic layer was washed with brine, dried over sodium sulfate, filtered, and concentrated to yield the title compound. The reactants are BrC=1C=C2C=CN(C2=CC1F)C1=CC=C(C=C1)Cl (5-Bromo-1-(4-chloro-phenyl)-6-fluoro-1H-indole), [Li]CCCC (BuLi), OO (H2O2), C(C)(C)OB(OC(C)C)OC(C)C (triisopropylborate). The solvent is C1CCOC1 (THF), CCCCCC (hexane), CCOCC (Et2O), [Na+].[Cl-] (NaCl), [O-]S(=O)(=S)[O-].[Na+].[Na+] (Na2S2O3), CC(=O)O (AcOH), O (H2O). Reaction conditions: time 30 minute. Product: ClC1=CC=C(C=C1)N1C=CC2=CC(=C(C=C12)F)O (1-(4-Chloro-phenyl)-6-fluoro-1H-indol-5-ol). Isolated yield 70.9%. RXN SMILES: Br[C:2]1[CH:3]=[C:4]2[C:8](=[CH:9][C:10]=1[F:11])[N:7]([C:12]1[CH:17]=[CH:16][C:15]([Cl:18])=[CH:14][CH:13]=1)[CH:6]=[CH:5]2.[Li]CCCC.C([O:27]B(OC(C)C)OC(C)C)(C)C.OO>C1COCC1.CCCCCC.CCOCC.[Na+].[Cl-].[O-]S([O-])(=S)=O.[Na+].[Na+].CC(O)=O.O>[Cl:18][C:15]1[CH:16]=[CH:17][C:12]([N:7]2[C:8]3[C:4](=[CH:3][C:2]([OH:27])=[C:10]([F:11])[CH:9]=3)[CH:5]=[CH:6]2)=[CH:13][CH:14]=1 |f:7.8,9.10.11|. Procedure details: A solution of 1.05 g (3.2 mmol) 5-Bromo-1-(4-chloro-phenyl)-6-fluoro-1H-indole in THF at −78° C. was treated dropwise with 3 ml (4.8 mmol) 1.6 M BuLi in hexane, stirred during around 30 min, treated with 1.5 ml (6.5 mmol) triisopropylborate, stirred for 10 min at −78° C. and then for 30 min at 0° C. A mixture of 0.8 ml H2O and 0.8 ml AcOH was added dropwise, the resulting mixture treated within 15 min with 0.5 ml of H2O2 (35% in H2O ), stirred for 30 min at 0° C., and 1 h at room temperature. Th... Reactants: C(=O)(OCC1=CC=CC=C1)N[C@@H](C(C)C)C(=O)OCC(CC(C(=O)OCC1=CC=C(C=C1)OC)(C)C)O (4-methoxybenzyl 5-(N-CBz-L-valyloxy)-4-hydroxy-2,2-dimethylvalerate), N1=CC=CC=C1 (Pyridine), C(CCCCCCCCCCCCCCCCC)(=O)Cl (stearoyl chloride). Solvent: C(Cl)Cl (CH2Cl2), C(Cl)Cl (CH2Cl2). Reaction conditions: time 1 hour. Product: C(=O)(OCC1=CC=CC=C1)N[C@@H](C(C)C)C(=O)OCC(CC(C(=O)OCC1=CC=C(C=C1)OC)(C)C)OC(CCCCCCCCCCCCCCCCC)=O (4-metoxybenzyl 5-(N-CBz-L-valyloxy)-4-stearoyloxy-2,2-dimethylvalerate). Yield: 87.0%. RXN SMILES: [C:1]([NH:11][C@H:12]([C:16]([O:18][CH2:19][CH:20]([OH:37])[CH2:21][C:22]([CH3:36])([CH3:35])[C:23]([O:25][CH2:26][C:27]1[CH:32]=[CH:31][C:30]([O:33][CH3:34])=[CH:29][CH:28]=1)=[O:24])=[O:17])[CH:13]([CH3:15])[CH3:14])([O:3][CH2:4][C:5]1[CH:10]=[CH:9][CH:8]=[CH:7][CH:6]=1)=[O:2].N1C=CC=CC=1.[C:44](Cl)(=[O:62])[CH2:45][CH2:46][CH2:47][CH2:48][CH2:49][CH2:50][CH2:51][CH2:52][CH2:53][CH2:54][CH2:55][CH2:56][CH2:57][CH2:58][CH2:59][CH2:60][CH3:61]>C(Cl)Cl>[C:1]([NH:11][C@H:12]([C:16]([O:18][CH2:19][CH:20]([O:37][C:44](=[O:62])[CH2:45][CH2:46][CH2:47][CH2:48][CH2:49][CH2:50][CH2:51][CH2:52][CH2:53][CH2:54][CH2:55][CH2:56][CH2:57][CH2:58][CH2:59][CH2:60][CH3:61])[CH2:21][C:22]([CH3:35])([CH3:36])[C:23]([O:25][CH2:26][C:27]1[CH:28]=[CH:29][C:30]([O:33][CH3:34])=[CH:31][CH:32]=1)=[O:24])=[O:17])[CH:13]([CH3:15])[CH3:14])([O:3][CH2:4][C:5]1[CH:6]=[CH:7][CH:8]=[CH:9][CH:10]=1)=[O:2]. Procedure details: To a mixture of 4-methoxybenzyl 5-(N-CBz-L-valyloxy)-4-hydroxy-2,2-dimethylvalerate (20.6 g, 40 mmol), Pyridine (31.6 g, 400 mmol) in CH2Cl2 (500 mL) at 0° C., was added dropwise a solution of stearoyl chloride (18.2 g, 60 mmol) in CH2Cl2 (100 mL). After 1 h at 0° C., the temperature of the reaction mixture was allowed to assume room temperature and then the mixture was stirred for 5 h at room temperature. The mixture was extracted with a 10% aqueous solution of NaHCO2 (300 mL) and the aqueous p... As a reaction SMILES: [Br:7][CH2:8][CH2:9][CH2:10][CH2:11][N:12]1[C:13](=[O:22])[c:14]2[c:15]([cH:18][cH:19][cH:20][cH:21]2)[C:16]1=[O:17].[CH3:23][N:24]([CH3:25])[CH:26]=[O:27].[Na:6].[nH:1]1[cH:2][n:3][cH:4][cH:5]1>>[n:1]1([CH2:8][CH2:9][CH2:10][CH2:11][N:12]2[C:13](=[O:22])[c:14]3[c:15]([cH:18][cH:19][cH:20][cH:21]3)[C:16]2=[O:17])[cH:2][n:3][cH:4][cH:5]1. Starting materials: O=C1c2ccccc2C(=O)N1CCCCBr, CN(C)C=O, [Na], c1c[nH]cn1. Yields the product O=C1c2ccccc2C(=O)N1CCCCn1ccnc1.